Dataset: the Open Reaction Database (ORD), a public repository of structured organic reaction records. Task: describe an organic reaction: reactants, conditions, products, and yield Reactants: COC(C(=O)O)C1=CC=C(C=C1)OC(F)(F)F ((RS)-Methoxy-(4-trifluoromethoxy-phenyl)-acetic acid), NCC1=CC=C(C#N)C=C1 (4-aminomethyl benzonitrile). Yields the product C(#N)C1=CC=C(CNC(C(C2=CC=C(C=C2)OC(F)(F)F)OC)=O)C=C1 ((RS)-N-(4-cyano-benzyl)-2-methoxy-2-(4-trifluoromethoxy-phenyl)-acetamide). RXN SMILES: [CH3:1][O:2][CH:3]([C:7]1[CH:12]=[CH:11][C:10]([O:13][C:14]([F:17])([F:16])[F:15])=[CH:9][CH:8]=1)[C:4]([OH:6])=O.[NH2:18][CH2:19][C:20]1[CH:27]=[CH:26][C:23]([C:24]#[N:25])=[CH:22][CH:21]=1>>[C:19]([C:20]1[CH:27]=[CH:26][C:23]([CH2:24][NH:25][C:4](=[O:6])[CH:3]([O:2][CH3:1])[C:7]2[CH:12]=[CH:11][C:10]([O:13][C:14]([F:17])([F:16])[F:15])=[CH:9][CH:8]=2)=[CH:22][CH:21]=1)#[N:18]. Reported procedure: (RS)-Methoxy-(4-trifluoromethoxy-phenyl)-acetic acid was coupled with 4-aminomethyl benzonitrile according to general procedure B to give (RS)-N-(4-cyano-benzyl)-2-methoxy-2-(4-trifluoromethoxy-phenyl)-acetamide. Light blue semisolid. MS 365.2 ([M+H]+) The reactants are C[O-], CO, COC(=O)c1ccc(C=O)cc1, CC(=O)c1ccc(Cl)cc1Nc1ccccn1, Cl, [Na+], O, O=C(O)C(F)(F)F. Product: COC(=O)c1ccc(C=CC(=O)c2ccc(Cl)cc2Nc2ccccn2)cc1. As a reaction SMILES: [CH3:37][O-:38].[CH3:41][OH:42].[CH:25](=[O:26])[c:27]1[cH:28][cH:29][c:30]([C:31](=[O:32])[O:33][CH3:34])[cH:35][cH:36]1.[Cl:8][c:9]1[cH:10][c:11]([NH:18][c:19]2[n:20][cH:21][cH:22][cH:23][cH:24]2)[c:12]([C:15]([CH3:16])=[O:17])[cH:13][cH:14]1.[ClH:40].[Na+:39].[OH2:43].[OH:1][C:2]([C:3]([F:4])([F:5])[F:6])=[O:7]>>[Cl:8][c:9]1[cH:10][c:11]([NH:18][c:19]2[n:20][cH:21][cH:22][cH:23][cH:24]2)[c:12]([C:15]([CH:16]=[CH:25][c:27]2[cH:28][cH:29][c:30]([C:31](=[O:32])[O:33][CH3:34])[cH:35][cH:36]2)=[O:17])[cH:13][cH:14]1. Reactants: (S)-5-[3-(2-Hydroxy-3-morpholin-4-yl-propylamino)-propyl]-3-methyl-1H-pyrrole-2, C(C)OC(=O)C=1C(=C(NC1CCCNC[C@@H](CN1CCOCC1)O)C(=O)OC(C)(C)C)C ((S)-5-[3-(2-hydroxy-3-morpholin-4-yl-propylamino)-propyl]-3-methyl-1H-pyrrole-2,4-dicarboxylic acid 2-tert-butyl ester 4-ethyl ester), C[Al](C)C (trimethylaluminum). Run in C1(=CC=CC=C1)C (toluene), C1(=CC=CC=C1)C (toluene). Reaction conditions: time 20 minute. The product is O[C@H](CN1C(C2=C(CCC1)NC=C2C)=O)CN2CCOCC2 ((S)-5-(2-hydroxy-3-morpholin-4-yl-propyl)-3-methyl-5,6,7,8-tetrahydro-1H-pyrrolo[3,2-c]azepin-4-one). Isolated yield 76.2%. As a reaction SMILES: C([O:3][C:4]([C:6]1[C:7]([CH3:32])=[C:8](C(OC(C)(C)C)=O)[NH:9][C:10]=1[CH2:11][CH2:12][CH2:13][NH:14][CH2:15][C@H:16]([OH:24])[CH2:17][N:18]1[CH2:23][CH2:22][O:21][CH2:20][CH2:19]1)=O)C.C[Al](C)C>C1(C)C=CC=CC=1>[OH:24][C@@H:16]([CH2:17][N:18]1[CH2:23][CH2:22][O:21][CH2:20][CH2:19]1)[CH2:15][N:14]1[CH2:13][CH2:12][CH2:11][C:10]2[NH:9][CH:8]=[C:7]([CH3:32])[C:6]=2[C:4]1=[O:3]. Procedure details: (S)-5-[3-(2-Hydroxy-3-morpholin-4-yl-propylamino)-propyl]-3-methyl-1H-pyrrole-2 and 4-dicarboxylic acid 2-tert-butyl ester 4-ethyl ester 78d (580 mg, 1.28 mmol) were dissolved in 6 ml of toluene under an argon atmosphere, the reaction mixture was cooled in an ice-water bath, meanwhile a solution of trimethylaluminum in toluene (1.9 ml, 2 mol/L, 3.84 mmol) was added to the solution. Upon the completion of the addition, the ice-water bath was removed, and the reaction solution was heated to reflux... Starting materials: CC(C)=O, CN1CCCC1, COCBr. The product is [Br-], COC[N+]1(C)CCCC1. As a reaction SMILES: [CH3:11][C:12](=[O:13])[CH3:14].[CH3:1][N:2]1[CH2:3][CH2:4][CH2:5][CH2:6]1.[CH3:7][O:8][CH2:9][Br:10]>>[Br-:10].[CH3:1][N+:2]1([CH2:9][O:8][CH3:7])[CH2:3][CH2:4][CH2:5][CH2:6]1. Starting materials: B, N#CCc1c[nH]c2c([N+](=O)[O-])cccc12, C1CCOC1, O. Yields the product NCCc1c[nH]c2c([N+](=O)[O-])cccc12. As a reaction SMILES: [BH3:16].[N+:1](=[O:2])([O-:3])[c:4]1[cH:5][cH:6][cH:7][c:8]2[c:9]([CH2:13][C:14]#[N:15])[cH:10][nH:11][c:12]12.[O:18]1[CH2:19][CH2:20][CH2:21][CH2:22]1.[OH2:17]>>[N+:1](=[O:2])([O-:3])[c:4]1[cH:5][cH:6][cH:7][c:8]2[c:9]([CH2:13][CH2:14][NH2:15])[cH:10][nH:11][c:12]12. The reactants are Cc1ccc(S(=O)(=O)n2cc(-c3cccc4cc[nH]c34)c3cc(Br)cnc32)cc1, C1CCOC1, COC(=O)c1cc(B2OC(C)(C)C(C)(C)O2)ccc1NC(=O)OC(C)(C)C, CC#N, [Cl-], Cl, [Na+], [Na+], [Na+], O=C([O-])[O-]. Yields the product COC(=O)c1cc(-c2cnc3c(c2)c(-c2cccc4cc[nH]c24)cn3S(=O)(=O)c2ccc(C)cc2)ccc1NC(=O)OC(C)(C)C. Reaction SMILES: [Br:1][c:2]1[cH:3][c:4]2[c:5]([n:6][cH:7]1)[n:8]([S:20](=[O:21])(=[O:22])[c:23]1[cH:24][cH:25][c:26]([CH3:29])[cH:27][cH:28]1)[cH:9][c:10]2-[c:11]1[cH:12][cH:13][cH:14][c:15]2[cH:16][cH:17][nH:18][c:19]12.[CH2:69]1[O:70][CH2:71][CH2:72][CH2:73]1.[CH3:30][O:31][C:32]([c:33]1[c:34]([NH:48][C:49](=[O:50])[O:51][C:52]([CH3:53])([CH3:54])[CH3:55])[cH:35][cH:36][c:37]([B:39]2[O:40][C:41]([CH3:42])([CH3:43])[C:44]([CH3:45])([CH3:46])[O:47]2)[cH:38]1)=[O:56].[CH3:66][C:67]#[N:68].[Cl-:64].[ClH:65].[Na+:57].[Na+:58].[Na+:63].[O-:59][C:60](=[O:61])[O-:62]>>[c:2]1(-[c:37]2[cH:36][cH:35][c:34]([NH:48][C:49](=[O:50])[O:51][C:52]([CH3:53])([CH3:54])[CH3:55])[c:33]([C:32]([O:31][CH3:30])=[O:56])[cH:38]2)[cH:3][c:4]2[c:5]([n:6][cH:7]1)[n:8]([S:20](=[O:21])(=[O:22])[c:23]1[cH:24][cH:25][c:26]([CH3:29])[cH:27][cH:28]1)[cH:9][c:10]2-[c:11]1[cH:12][cH:13][cH:14][c:15]2[cH:16][cH:17][nH:18][c:19]12. Reactants: CCO, [H][H], Cc1ccc(C(=O)NC2CC2)cc1-c1ccc(-c2nnc(CN=[N+]=[N-])o2)cc1. Yields the product Cc1ccc(C(=O)NC2CC2)cc1-c1ccc(-c2nnc(CN)o2)cc1. RXN SMILES: [CH3:31][CH2:32][OH:33].[H:29][H:30].[N:1](=[N+:2]=[N-:3])[CH2:4][c:5]1[n:6][n:7][c:8](-[c:10]2[cH:11][cH:12][c:13](-[c:16]3[cH:17][c:18]([C:23](=[O:24])[NH:25][CH:26]4[CH2:27][CH2:28]4)[cH:19][cH:20][c:21]3[CH3:22])[cH:14][cH:15]2)[o:9]1>>[NH2:1][CH2:4][c:5]1[n:6][n:7][c:8](-[c:10]2[cH:11][cH:12][c:13](-[c:16]3[cH:17][c:18]([C:23](=[O:24])[NH:25][CH:26]4[CH2:27][CH2:28]4)[cH:19][cH:20][c:21]3[CH3:22])[cH:14][cH:15]2)[o:9]1. Starting materials: BrC=1C=C(OCCO)C=CC1 (2-(3-Bromo-phenoxy)-ethanol), N1C=NC=C1 (imidazole), CC(C)(C)[Si](C)(C)Cl (TBSCl). Solvent: ClCCl (dichloromethane). Conditions: time 1 hour. The product is BrC=1C=C(OCCO[Si](C)(C)C(C)(C)C)C=CC1 ([2-(3-Bromo-phenoxy)-ethoxy]-t-butyl-dimethyl-silane), oil. Yield: 87.0%. RXN SMILES: [Br:1][C:2]1[CH:3]=[C:4]([CH:9]=[CH:10][CH:11]=1)[O:5][CH2:6][CH2:7][OH:8].N1C=CN=C1.[CH3:17][C:18]([Si:21](Cl)([CH3:23])[CH3:22])([CH3:20])[CH3:19]>ClCCl>[Br:1][C:2]1[CH:3]=[C:4]([CH:9]=[CH:10][CH:11]=1)[O:5][CH2:6][CH2:7][O:8][Si:21]([C:18]([CH3:20])([CH3:19])[CH3:17])([CH3:23])[CH3:22]. Reported procedure: To a solution of 2-(3-Bromo-phenoxy)-ethanol (2.0 g, 9.2 mol) in dichloromethane (15 mL) at ice water bath temperature was added (1.25 g, 1.84 mmol) imidazole followed by the addition of TBSCl (1.67 g, 11 mmol) under nitrogen protection. TLC showed reaction was complete in 1 h. The reaction mixture was filtered. The filtrate was washed with water and dried over Na2SO4. The crude product was purified by column chromatography eluted with hexanes/ethyl acetate to afford titled product as a light co...